This data is from the Open Reaction Database (ORD), a public repository of structured organic reaction records. The task is: describe an organic reaction: reactants, conditions, products, and yield The reactants are COC1=NC(=NC(=C1)OC)OC1=C(C(=O)OC)C(=CC=C1)F (methyl 2-(4,6-dimethoxypyrimidin-2-yl)oxy-6-fluorobenzoate), [OH-].[Na+] (sodium hydroxide), compound, O (water). Solvent: C(C)O (ethanol). Yields the product COC1=NC(=NC(=C1)OC)OC1=C(C(=O)O)C(=CC=C1)F (2-(4,6-dimethoxypyrimidin-2-yl)oxy-6-fluorobenzoic acid). As a reaction SMILES: [CH3:1][O:2][C:3]1[CH:8]=[C:7]([O:9][CH3:10])[N:6]=[C:5]([O:11][C:12]2[CH:21]=[CH:20][CH:19]=[C:18]([F:22])[C:13]=2[C:14]([O:16]C)=[O:15])[N:4]=1.[OH-].[Na+].O>C(O)C>[CH3:10][O:9][C:7]1[CH:8]=[C:3]([O:2][CH3:1])[N:4]=[C:5]([O:11][C:12]2[CH:21]=[CH:20][CH:19]=[C:18]([F:22])[C:13]=2[C:14]([OH:16])=[O:15])[N:6]=1 |f:1.2|. Reported procedure: To a solution in ethanol (10 ml) of methyl 2-(4,6-dimethoxypyrimidin-2-yl)oxy-6-fluorobenzoate (3.0 g), an equimolar amount of an aqueous sodium hydroxide solution (30 ml) was added, and the mixture was reacted at room temperature for 12 hours under stirring. The reaction mixture was poured into water, and extracted with ethyl ether, and non-reacted starting materials were removed. Then, the aqueous phase was acidified with a 10% hydrochloric acid aqueous solution. The aqueous solution was then ... Reactants: CCCCCc1c(COC(C)=O)nc(C(C)C)c(CO[Si](c2ccccc2)(c2ccccc2)C(C)(C)C)c1-c1ccc(F)cc1, O=C([O-])[O-], CO, CCOC(C)=O, [K+], [K+], O. Product: CCCCCc1c(CO)nc(C(C)C)c(CO[Si](c2ccccc2)(c2ccccc2)C(C)(C)C)c1-c1ccc(F)cc1. Reaction SMILES: [C:1](=[O:2])([CH3:3])[O:4][CH2:5][c:6]1[n:7][c:8]([CH:43]([CH3:44])[CH3:45])[c:9]([CH2:24][O:25][Si:26]([c:27]2[cH:28][cH:29][cH:30][cH:31][cH:32]2)([c:33]2[cH:34][cH:35][cH:36][cH:37][cH:38]2)[C:39]([CH3:40])([CH3:41])[CH3:42])[c:10](-[c:17]2[cH:18][cH:19][c:20]([F:23])[cH:21][cH:22]2)[c:11]1[CH2:12][CH2:13][CH2:14][CH2:15][CH3:16].[C:46](=[O:47])([O-:48])[O-:49].[CH3:52][OH:53].[CH3:55][CH2:56][O:57][C:58](=[O:59])[CH3:60].[K+:50].[K+:51].[OH2:54]>>[OH:4][CH2:5][c:6]1[n:7][c:8]([CH:43]([CH3:44])[CH3:45])[c:9]([CH2:24][O:25][Si:26]([c:27]2[cH:28][cH:29][cH:30][cH:31][cH:32]2)([c:33]2[cH:34][cH:35][cH:36][cH:37][cH:38]2)[C:39]([CH3:40])([CH3:41])[CH3:42])[c:10](-[c:17]2[cH:18][cH:19][c:20]([F:23])[cH:21][cH:22]2)[c:11]1[CH2:12][CH2:13][CH2:14][CH2:15][CH3:16]. Reactants: N1=CC(=CC=C1)C=1C=C2C(=CN1)N(N=C2[Sn](C)(C)C)COCC[Si](C)(C)C (5-(pyridin-3-yl)-1-((2-(trimethylsilyl)ethoxy)methyl)-3-(trimethylstannyl)-1H-pyrazolo[3,4-c]pyridine), BrC=1C=C(C(=O)N)C=CN1 (2-bromoisonicotinamide). Product: N1=CC(=CC=C1)C=1C=C2C(=CN1)NN=C2C=2C=C(C(=O)N)C=CN2 (2-(5-(pyridin-3-yl)-1H-pyrazolo[3,4-c]pyridin-3-yl)isonicotinamide). The yield is 21.0%. RXN SMILES: [N:1]1[CH:6]=[CH:5][CH:4]=[C:3]([C:7]2[CH:8]=[C:9]3[C:15]([Sn](C)(C)C)=[N:14][N:13](COCC[Si](C)(C)C)[C:10]3=[CH:11][N:12]=2)[CH:2]=1.Br[C:29]1[CH:30]=[C:31]([CH:35]=[CH:36][N:37]=1)[C:32]([NH2:34])=[O:33]>>[N:1]1[CH:6]=[CH:5][CH:4]=[C:3]([C:7]2[CH:8]=[C:9]3[C:15]([C:29]4[CH:30]=[C:31]([CH:35]=[CH:36][N:37]=4)[C:32]([NH2:34])=[O:33])=[N:14][NH:13][C:10]3=[CH:11][N:12]=2)[CH:2]=1. Reported procedure: Following the Stille coupling procedure of Example 299, 5-(pyridin-3-yl)-1-((2-(trimethylsilyl)ethoxy)methyl)-3-(trimethylstannyl)-1H-pyrazolo[3,4-c]pyridine and 2-bromoisonicotinamide were reacted. The product was deprotected by the procedure of Example 225 and purified via silica gel chromatography using a gradient of methanol in dichloromethane to afford 10 mg (21%) of 302 over two steps. ESI MS m/z 317.1 (M+1). 1H NMR (400 MHz, DMSO): 14.16 (s, 1H), 9.28 (d, J=12.0 Hz, 2H), 8.96 (s, 1H), 8.9... Starting materials: CC(=O)c1ccc(B(O)O)cc1, CC(=CCO)c1ccc(I)cc1. Yields the product CC(=O)c1ccc(-c2ccc(C(C)=CCO)cc2)cc1. RXN SMILES: [C:1]([CH3:2])(=[O:3])[c:4]1[cH:5][cH:6][c:7]([B:10]([OH:11])[OH:12])[cH:8][cH:9]1.[I:13][c:14]1[cH:15][cH:16][c:17]([C:20](=[CH:21][CH2:22][OH:23])[CH3:24])[cH:18][cH:19]1>>[C:1]([CH3:2])(=[O:3])[c:4]1[cH:5][cH:6][c:7](-[c:14]2[cH:15][cH:16][c:17]([C:20](=[CH:21][CH2:22][OH:23])[CH3:24])[cH:18][cH:19]2)[cH:8][cH:9]1. Starting materials: COC(=O)c1cc(Br)c(=O)n(C)c1, CCCC[Sn](CCCC)(CCCC)c1ccccn1, C1COCCO1, O, c1ccc(P(c2ccccc2)(c2ccccc2)[Pd](P(c2ccccc2)(c2ccccc2)c2ccccc2)(P(c2ccccc2)(c2ccccc2)c2ccccc2)P(c2ccccc2)(c2ccccc2)c2ccccc2)cc1. Yields the product COC(=O)c1cc(-c2ccccn2)c(=O)n(C)c1. As a reaction SMILES: [Br:1][c:2]1[cH:3][c:4]([C:10](=[O:11])[O:12][CH3:13])[cH:5][n:6]([CH3:9])[c:7]1=[O:8].[CH2:14]([Sn:15]([CH2:16][CH2:17][CH2:18][CH3:25])([c:19]1[n:20][cH:21][cH:22][cH:23][cH:24]1)[CH2:26][CH2:27][CH2:28][CH3:29])[CH2:30][CH2:31][CH3:32].[O:33]1[CH2:34][CH2:35][O:36][CH2:37][CH2:38]1.[OH2:39].[cH:40]1[cH:41][cH:42][c:43]([P:44]([Pd:45]([P:46]([c:47]2[cH:48][cH:49][cH:50][cH:51][cH:52]2)([c:53]2[cH:54][cH:55][cH:56][cH:57][cH:58]2)[c:59]2[cH:60][cH:61][cH:62][cH:63][cH:64]2)([P:65]([c:66]2[cH:67][cH:68][cH:69][cH:70][cH:71]2)([c:72]2[cH:73][cH:74][cH:75][cH:76][cH:77]2)[c:78]2[cH:79][cH:80][cH:81][cH:82][cH:83]2)[P:84]([c:85]2[cH:86][cH:87][cH:88][cH:89][cH:90]2)([c:91]2[cH:92][cH:93][cH:94][cH:95][cH:96]2)[c:97]2[cH:98][cH:99][cH:100][cH:101][cH:102]2)([c:103]2[cH:104][cH:105][cH:106][cH:107][cH:108]2)[c:109]2[cH:110][cH:111][cH:112][cH:113][cH:114]2)[cH:115][cH:116]1>>[c:2]1(-[c:19]2[n:20][cH:21][cH:22][cH:23][cH:24]2)[cH:3][c:4]([C:10](=[O:11])[O:12][CH3:13])[cH:5][n:6]([CH3:9])[c:7]1=[O:8]. Reactants: C(C)C1(C(NC2=CC=C(C=C12)[N+](=O)[O-])=O)CC (3,3-diethyl-5-nitro-1,3-dihydro-indol-2-one), [H-].[Na+] (sodium hydride), ice water, IC(C)C (2-iodo-propane). Run in CN(C=O)C (N,N-dimethylformamide). Conditions: temperature 60 celsius, time 1 hour. Product: C(C)C1(C(N(C2=CC=C(C=C12)[N+](=O)[O-])C(C)C)=O)CC (3,3-diethyl-1-isopropyl-5-nitro-1,3-dihydro-indol-2-one). Isolated yield 91.3%. As a reaction SMILES: [CH2:1]([C:3]1([CH2:16][CH3:17])[C:11]2[C:6](=[CH:7][CH:8]=[C:9]([N+:12]([O-:14])=[O:13])[CH:10]=2)[NH:5][C:4]1=[O:15])[CH3:2].[H-].[Na+].I[CH:21]([CH3:23])[CH3:22]>CN(C)C=O>[CH2:16]([C:3]1([CH2:1][CH3:2])[C:11]2[C:6](=[CH:7][CH:8]=[C:9]([N+:12]([O-:14])=[O:13])[CH:10]=2)[N:5]([CH:21]([CH3:23])[CH3:22])[C:4]1=[O:15])[CH3:17] |f:1.2|. Procedure: A solution of 3,3-diethyl-5-nitro-1,3-dihydro-indol-2-one (11.7 g, 49.95 mmol) in anhydrous N,N-dimethylformamide (DMF) (60 ml) was treated with sodium hydride (1.558 g, 64.93 mmol). The resulting suspension was stirred for 1 h at 60° C. A solution of 2-iodo-propane (4.99 ml, 8.49 g, 49.95 mmol) was added. The mixture was kept at 60° C. for further 3 h, allowed to cool to room temperature poured into ice water. The precipitate was filtered off, washed with water and dried to yield 12.6 g 3,3-die... Reactants: Cc1cccc(CCCOc2ccc(Br)cc2C#N)c1, C#CC1(NC(=O)OC(C)(C)C)COC(C)(C)OC1, O=C([O-])[O-], CC#N, CC(C)c1cc(C(C)C)c(-c2ccccc2P(C2CCCCC2)C2CCCCC2)c(C(C)C)c1, [Cs+], [Cs+], O. Yields the product Cc1cccc(CCCOc2ccc(C#CC3(NC(=O)OC(C)(C)C)COC(C)(C)OC3)cc2C#N)c1. Reaction SMILES: [Br:1][c:2]1[cH:3][cH:4][c:5]([O:10][CH2:11][CH2:12][CH2:13][c:14]2[cH:15][c:16]([CH3:20])[cH:17][cH:18][cH:19]2)[c:6]([C:7]#[N:8])[cH:9]1.[C:21]([CH3:22])([CH3:23])([CH3:24])[O:25][C:26]([NH:27][C:28]1([C:36]#[CH:37])[CH2:29][O:30][C:31]([CH3:34])([CH3:35])[O:32][CH2:33]1)=[O:38].[C:73](=[O:74])([O-:75])[O-:76].[CH3:79][C:80]#[N:81].[CH:39]1([P:40]([CH:41]2[CH2:42][CH2:43][CH2:44][CH2:45][CH2:46]2)[c:47]2[cH:48][cH:49][cH:50][cH:51][c:52]2-[c:53]2[c:54]([CH:55]([CH3:56])[CH3:57])[cH:58][c:59]([CH:60]([CH3:61])[CH3:62])[cH:63][c:64]2[CH:65]([CH3:66])[CH3:67])[CH2:68][CH2:69][CH2:70][CH2:71][CH2:72]1.[Cs+:77].[Cs+:78].[OH2:82]>>[c:2]1([C:37]#[C:36][C:28]2([NH:27][C:26]([O:25][C:21]([CH3:22])([CH3:23])[CH3:24])=[O:38])[CH2:29][O:30][C:31]([CH3:34])([CH3:35])[O:32][CH2:33]2)[cH:3][cH:4][c:5]([O:10][CH2:11][CH2:12][CH2:13][c:14]2[cH:15][c:16]([CH3:20])[cH:17][cH:18][cH:19]2)[c:6]([C:7]#[N:8])[cH:9]1.